From a dataset of the Open Reaction Database (ORD), a public repository of structured organic reaction records. describe an organic reaction: reactants, conditions, products, and yield The reactants are ClC1=NC(=CC=C1[N+](=O)[O-])OC (2-chloro-6-methoxy-3-nitropyridine), C(C)OC(=C)[Sn](CCCC)(CCCC)CCCC ((1-ethoxyvinyl)-tributyl-stannane). Reagents/catalysts: Cl[Pd]([P](C1=CC=CC=C1)(C2=CC=CC=C2)C3=CC=CC=C3)([P](C4=CC=CC=C4)(C5=CC=CC=C5)C6=CC=CC=C6)Cl (PdCl2(PPh3)2). Solvent: C(C)#N (acetonitrile). Reaction conditions: temperature 65 celsius, time 4 hour. Product: C(C)OC(=C)C1=NC(=CC=C1[N+](=O)[O-])OC (2-[1-(Ethyloxy)ethenyl]-6-(methyloxy)-3-nitropyridine). As a reaction SMILES: Cl[C:2]1[C:7]([N+:8]([O-:10])=[O:9])=[CH:6][CH:5]=[C:4]([O:11][CH3:12])[N:3]=1.[CH2:13]([O:15][C:16]([Sn](CCCC)(CCCC)CCCC)=[CH2:17])[CH3:14]>C(#N)C.Cl[Pd](Cl)([P](C1C=CC=CC=1)(C1C=CC=CC=1)C1C=CC=CC=1)[P](C1C=CC=CC=1)(C1C=CC=CC=1)C1C=CC=CC=1>[CH2:16]([O:15][C:13]([C:2]1[C:7]([N+:8]([O-:10])=[O:9])=[CH:6][CH:5]=[C:4]([O:11][CH3:12])[N:3]=1)=[CH2:14])[CH3:17] |^1:36,55|. Reported procedure: To a suspension of 2-chloro-6-methoxy-3-nitropyridine (600 g) and PdCl2(PPh3)2 (33.5 g) in acetonitrile (4200 ml) at 65° C. under N2 was added dropwise over 2 h (1-ethoxyvinyl)-tributyl-stannane (1182 ml). The resulting suspension was stirred at 65° C. for 4 h then left to cool to room temperature overnight. The reaction mixture was quenched with 10% KF aqueous solution (3600 ml) with vigorous stirring and stirred for 1 h. The resulting solid was removed by vacuum filtration and washed with acet... Starting materials: ClC1=NC2=CC=CC=C2N=C1NN (2-chloro-3-hydrazinoquinoxaline), C(C)OC(OCC)OCC (triethylorthoformate). Product: ClC=1C=2N(C3=CC=CC=C3N1)C=NN2 (4-chloro-s-triazolo[ 4,3-a]quinoxaline). Reaction SMILES: [Cl:1][C:2]1[C:11]([NH:12][NH2:13])=[N:10][C:9]2[C:4](=[CH:5][CH:6]=[CH:7][CH:8]=2)[N:3]=1.[CH2:14](OC(OCC)OCC)C>>[Cl:1][C:2]1[C:11]2[N:10]([CH:14]=[N:13][N:12]=2)[C:9]2[C:4]([N:3]=1)=[CH:5][CH:6]=[CH:7][CH:8]=2. Reported procedure: A 10 g. portion of 2-chloro-3-hydrazinoquinoxaline was added to 200 ml. of triethylorthoformate and the mixture was rapidly heated to reflux temperature. After 1 hour of heating, with constant stirring, the reaction mixture was cooled and 10.6 g. of product was collected by filtration. The product was identified as 4-chloro-s-triazolo[ 4,3-a]-quinoxaline, m.p. 285°-86° C., by nuclear magnetic resonance analysis and by elemental microanalysis, the results of which follow. The reactants are [BH4-], CO, COCOc1ccc(C2CCCC(=NO)C2)c(OCOC)c1, [Na+], Cl[Ni]Cl, O, O, O, O, O, O, O. The product is COCOc1ccc(C2CCCC(N)C2)c(OCOC)c1. As a reaction SMILES: [BH4-:1].[CH3:26][OH:27].[CH3:3][O:4][CH2:5][O:6][c:7]1[c:8]([CH:17]2[CH2:18][C:19](=[N:23][OH:24])[CH2:20][CH2:21][CH2:22]2)[cH:9][cH:10][c:11]([O:13][CH2:14][O:15][CH3:16])[cH:12]1.[Na+:2].[Ni:34]([Cl:35])[Cl:36].[OH2:25].[OH2:28].[OH2:29].[OH2:30].[OH2:31].[OH2:32].[OH2:33]>>[CH3:3][O:4][CH2:5][O:6][c:7]1[c:8]([CH:17]2[CH2:18][CH:19]([NH2:23])[CH2:20][CH2:21][CH2:22]2)[cH:9][cH:10][c:11]([O:13][CH2:14][O:15][CH3:16])[cH:12]1. Reactants: C(C1=CC=CC=C1)N1C[C@H](OCC1)CCl ((S)-4-benzyl-2-(chloromethyl)morpholine), N1C(C2(C3=CC=CC=C13)COC1=CC3=C(OCCO3)C=C12)=O (2,3-dihydrospiro[furo[2,3-g][1,4]benzodioxine-8,3′-indol]-2′(1′H)-one), C(C1=CC=CC=C1)N1CC(OCC1)CCl (4-benzyl-2-(chloromethyl)morpholine), N1C([C@]2(C3=CC=CC=C13)COC1=CC3=C(OCCO3)C=C12)=O ((8S)-2,3-dihydrospiro[furo[2,3-g][1,4]benzodioxine-8,3′-indol]-2′(1′H)-one). Product: C(C1=CC=CC=C1)N1C[C@H](OCC1)CN1C([C@]2(C3=CC=CC=C13)COC1=CC3=C(OCCO3)C=C12)=O ((8S)-1′-{[(2S)-4-benzylmorpholin-2-yl]methyl}-2,3-dihydrospiro[furo[2,3-g][1,4]benzodioxine-8,3′-indol]-2′(1′H)-one). Reaction SMILES: [CH2:1]([N:8]1[CH2:13][CH2:12][O:11][C@H:10]([CH2:14]Cl)[CH2:9]1)[C:2]1[CH:7]=[CH:6][CH:5]=[CH:4][CH:3]=1.C(N1CCOC(CCl)C1)C1C=CC=CC=1.[NH:31]1[C:39]2[C:34](=[CH:35][CH:36]=[CH:37][CH:38]=2)[C@@:33]2([C:51]3[C:42](=[CH:43][C:44]4[O:49][CH2:48][CH2:47][O:46][C:45]=4[CH:50]=3)[O:41][CH2:40]2)[C:32]1=[O:52].N1C2C(=CC=CC=2)C2(C3C(=CC4OCCOC=4C=3)OC2)C1=O>>[CH2:1]([N:8]1[CH2:13][CH2:12][O:11][C@H:10]([CH2:14][N:31]2[C:39]3[C:34](=[CH:35][CH:36]=[CH:37][CH:38]=3)[C@@:33]3([C:51]4[C:42](=[CH:43][C:44]5[O:49][CH2:48][CH2:47][O:46][C:45]=5[CH:50]=4)[O:41][CH2:40]3)[C:32]2=[O:52])[CH2:9]1)[C:2]1[CH:7]=[CH:6][CH:5]=[CH:4][CH:3]=1. Procedure details: Following the procedure as described in EXAMPLE 9.60 and making non-critical variations using (S)-4-benzyl-2-(chloromethyl)morpholine (Toshiya, M. et al., Heterocycles (1994), 38(5):1033-1040) to replace 4-benzyl-2-(chloromethyl)morpholine, and (8S)-2,3-dihydrospiro[furo[2,3-g][1,4]benzodioxine-8,3′-indol]-2′(1′H)-one to replace 2,3-dihydrospiro[furo[2,3-g][1,4]benzodioxine-8,3′-indol]-2′(1′H)-one, (8S)-1′-{[(2S)-4-benzylmorpholin-2-yl]methyl}-2,3-dihydrospiro[furo[2,3-g][1,4]benzodioxine-8,3′-i... Starting materials: C(C(C)(C)C)(=O)NC=1N=C(C2=C(N1)N=CC(=C2)C#CC=2N(C=C(N2)C(=O)N[C@@H](CCC(=O)OC)C(=O)OC)C(C2=CC=CC=C2)(C2=CC=CC=C2)C2=CC=CC=C2)O (dimethyl N-{2-[2-(2-pivaloylamino-4-hydroxypyrido[2,3-d]-pyrimidin-6-yl)ethynyl]-1-triphenylmethylimidazol-4-ylcarbonyl}-L-glutamate), [H][H] (hydrogen). Reagents/catalysts: [Pd] (palladium-on-carbon). Run in CO (methanol). Product: C(C(C)(C)C)(=O)NC=1N=C(C2=C(N1)NCC(C2)CCC=2NC=C(N2)C(=O)N[C@@H](CCC(=O)OC)C(=O)OC)O (dimethyl N-{2-[2-(2-pivaloylamino-4-hydroxy-5,6,7,8-tetrahydropyrido[2,3-d]pyrimidin-6-yl)ethyl]imidazol-4-ylcarbonyl}-L-glutamate). The yield is 47.7%. Reaction SMILES: [C:1]([NH:7][C:8]1[N:9]=[C:10]([OH:58])[C:11]2[CH:17]=[C:16]([C:18]#[C:19][C:20]3[N:21](C(C4C=CC=CC=4)(C4C=CC=CC=4)C4C=CC=CC=4)[CH:22]=[C:23]([C:25]([NH:27][C@H:28]([C:35]([O:37][CH3:38])=[O:36])[CH2:29][CH2:30][C:31]([O:33][CH3:34])=[O:32])=[O:26])[N:24]=3)[CH:15]=[N:14][C:12]=2[N:13]=1)(=[O:6])[C:2]([CH3:5])([CH3:4])[CH3:3].[H][H]>[Pd].CO>[C:1]([NH:7][C:8]1[N:9]=[C:10]([OH:58])[C:11]2[CH2:17][CH:16]([CH2:18][CH2:19][C:20]3[NH:21][CH:22]=[C:23]([C:25]([NH:27][C@H:28]([C:35]([O:37][CH3:38])=[O:36])[CH2:29][CH2:30][C:31]([O:33][CH3:34])=[O:32])=[O:26])[N:24]=3)[CH2:15][NH:14][C:12]=2[N:13]=1)(=[O:6])[C:2]([CH3:5])([CH3:4])[CH3:3]. Reported procedure: A mixture of dimethyl N-{2-[2-(2-pivaloylamino-4-hydroxypyrido[2,3-d]-pyrimidin-6-yl)ethynyl]-1-triphenylmethylimidazol-4-ylcarbonyl}-L-glutamate (390 mg, 0.5 mmol) and 10% palladium-on-carbon catalyst (390 mg) in methanol (15 mL) was stirred under 50 psi of hydrogen for 7 days at room temperature. The workup was performed as described in Example 2 to yield 130 mg (48%) of dimethyl N-{2-[2-(2-pivaloylamino-4-hydroxy-5,6,7,8-tetrahydropyrido[2,3-d]pyrimidin-6-yl)ethyl]imidazol-4-ylcarbonyl}-L-glu... Starting materials: COCN(Cc1ccccc1)C[Si](C)(C)C, ClCCl, CC(=O)C=Cc1ccc(C#N)cc1, O=C(O)C(F)(F)F. Yields the product CC(=O)C1CN(Cc2ccccc2)CC1c1ccc(C#N)cc1. Reaction SMILES: [CH3:1][O:2][CH2:3][N:4]([CH2:5][Si:6]([CH3:7])([CH3:8])[CH3:9])[CH2:10][c:11]1[cH:12][cH:13][cH:14][cH:15][cH:16]1.[Cl:37][CH2:38][Cl:39].[O:17]=[C:18]([CH:19]=[CH:20][c:21]1[cH:22][cH:23][c:24]([C:25]#[N:26])[cH:27][cH:28]1)[CH3:29].[OH:30][C:31]([C:32]([F:33])([F:34])[F:35])=[O:36]>>[CH2:3]1[N:4]([CH2:10][c:11]2[cH:12][cH:13][cH:14][cH:15][cH:16]2)[CH2:5][CH:20]([c:21]2[cH:22][cH:23][c:24]([C:25]#[N:26])[cH:27][cH:28]2)[CH:19]1[C:18](=[O:17])[CH3:29]. Starting materials: ClC1=NC=CC=C1N1CCC(CC1)OC (2-chloro-3-(4-methoxypiperidin-1-yl)pyridine), S1C(=NC2=C1C=CC=C2)NC2=CC=C(C=C2)O (4-(benzo[d]thiazol-2-ylamino)phenol), C1(=CC=CC=C1)P(C1=C(C2=CC=CC=C2C=C1)C1=C(C=CC2=CC=CC=C12)P(C1=CC=CC=C1)C1=CC=CC=C1)C1=CC=CC=C1 (2,2′-bis(diphenylphosphino)-1,1′-binaphthyl), CC(C)(C)[O-].[Na+] (sodium 2-methylpropan-2-olate). Reagents/catalysts: C=1C=CC(=CC1)/C=C/C(=O)/C=C/C2=CC=CC=C2.C=1C=CC(=CC1)/C=C/C(=O)/C=C/C2=CC=CC=C2.C=1C=CC(=CC1)/C=C/C(=O)/C=C/C2=CC=CC=C2.[Pd].[Pd] (Pd2(dba)3). Solvent: C1(=CC=CC=C1)C (toluene). Conditions: temperature 120 celsius. Yields the product COC1CCN(CC1)C=1C(=NC=CC1)OC1=CC=C(C=C1)NC=1SC2=C(N1)C=CC=C2 (N-(4-(3-(4-methoxypiperidin-1-yl)pyridin-2-yloxy)phenyl)benzo[d]thiazol-2-amine). Reaction SMILES: Cl[C:2]1[C:7]([N:8]2[CH2:13][CH2:12][CH:11]([O:14][CH3:15])[CH2:10][CH2:9]2)=[CH:6][CH:5]=[CH:4][N:3]=1.[S:16]1[C:20]2[CH:21]=[CH:22][CH:23]=[CH:24][C:19]=2[N:18]=[C:17]1[NH:25][C:26]1[CH:31]=[CH:30][C:29]([OH:32])=[CH:28][CH:27]=1.C1(P(C2C=CC=CC=2)C2C=CC3C(=CC=CC=3)C=2C2C3C(=CC=CC=3)C=CC=2P(C2C=CC=CC=2)C2C=CC=CC=2)C=CC=CC=1.CC([O-])(C)C.[Na+]>C1(C)C=CC=CC=1.C1C=CC(/C=C/C(/C=C/C2C=CC=CC=2)=O)=CC=1.C1C=CC(/C=C/C(/C=C/C2C=CC=CC=2)=O)=CC=1.C1C=CC(/C=C/C(/C=C/C2C=CC=CC=2)=O)=CC=1.[Pd].[Pd]>[CH3:15][O:14][CH:11]1[CH2:12][CH2:13][N:8]([C:7]2[C:2]([O:32][C:29]3[CH:28]=[CH:27][C:26]([NH:25][C:17]4[S:16][C:20]5[CH:21]=[CH:22][CH:23]=[CH:24][C:19]=5[N:18]=4)=[CH:31][CH:30]=3)=[N:3][CH:4]=[CH:5][CH:6]=2)[CH2:9][CH2:10]1 |f:3.4,6.7.8.9.10|. Reported procedure: The mixture of 2-chloro-3-(4-methoxypiperidin-1-yl)pyridine (25.0 mg, 0.11 mmol), 4-(benzo[d]thiazol-2-ylamino)phenol (32.1 mg, 0.132 mmol), Pd2(dba)3 (5.05 mg, 5.51 mmol), 2,2′-bis(diphenylphosphino)-1,1′-binaphthyl (5.15 mg, 8.27 μmol) and sodium 2-methylpropan-2-olate (26.5 mg, 0.276 mmol) in toluene (440 μL) was sparged under argon for 5 min. The mixture was heated to 120° C. in a microwave reactor for 10 min. More phenol (32 mg) was added and the reaction mixture was heated at 120° C. in mi... Starting materials: O (Water), C1(CC1)NC(C1=C(C=C(C=C1)C1=CN=C2N1N=C(C=C2NCCC(F)(F)F)OC2=CC(=CC=C2)F)C)=O (N-cyclopropyl-4-{6-(3-fluorophenoxy)-8-[(3,3,3-trifluoropropyl)amino]imidazo[1,2-b]pyridazin-3-yl}-2-methylbenzamide), Br (hydrobromic acid). The product is title compound A, FC=1C=C(OC=2C=C(C=3N(N2)C(=CN3)C3=CC(=C(C(=O)O)C=C3)C)NCCC(F)(F)F)C=CC1 (4-{6-(3-fluorophenoxy)-8-[(3,3,3-trifluoropropyl)amino]imidazo[1,2-b]pyridazin-3-yl}-2-methylbenzoic acid). Yield: 9.0%. RXN SMILES: C1(N[C:5](=[O:37])[C:6]2[CH:11]=[CH:10][C:9]([C:12]3[N:16]4[N:17]=[C:18]([O:28][C:29]5[CH:34]=[CH:33][CH:32]=[C:31]([F:35])[CH:30]=5)[CH:19]=[C:20]([NH:21][CH2:22][CH2:23][C:24]([F:27])([F:26])[F:25])[C:15]4=[N:14][CH:13]=3)=[CH:8][C:7]=2[CH3:36])CC1.Br.[OH2:39]>>[F:35][C:31]1[CH:30]=[C:29]([CH:34]=[CH:33][CH:32]=1)[O:28][C:18]1[CH:19]=[C:20]([NH:21][CH2:22][CH2:23][C:24]([F:27])([F:25])[F:26])[C:15]2[N:16]([C:12]([C:9]3[CH:10]=[CH:11][C:6]([C:5]([OH:37])=[O:39])=[C:7]([CH3:36])[CH:8]=3)=[CH:13][N:14]=2)[N:17]=1. Reported procedure: A mixture comprising 50 mg (97 μmol) N-cyclopropyl-4-{6-(3-fluorophenoxy)-8-[(3,3,3-trifluoropropyl)amino]imidazo[1,2-b]pyridazin-3-yl}-2-methylbenzamide and 0.5 mL hydrobromic acid was heated at 120° C. for 10 minutes under microwave irradiation. Water was added, the precipitate filtered off and purified by chromatography to give 30.0 mg (62%) of title compound A and 4.1 mg (9%) of title compound B. Reactants: COC1=C(C=C(C(=O)O)C=C1)C (4-methoxy-3-methylbenzoic acid), CCC(CCC)N (hexan-3-amine). Yields the product CCC(CCC)NC(C1=CC(=C(C=C1)OC)C)=O (N-(hexan-3-yl)-4-methoxy-3-methylbenzamide). As a reaction SMILES: [CH3:1][O:2][C:3]1[CH:11]=[CH:10][C:6]([C:7]([OH:9])=O)=[CH:5][C:4]=1[CH3:12].[CH3:13][CH2:14][CH:15]([NH2:19])[CH2:16][CH2:17][CH3:18]>>[CH3:13][CH2:14][CH:15]([NH:19][C:7](=[O:9])[C:6]1[CH:10]=[CH:11][C:3]([O:2][CH3:1])=[C:4]([CH3:12])[CH:5]=1)[CH2:16][CH2:17][CH3:18]. Procedure: Prepared in a similar manner to example 4 using 4-methoxy-3-methylbenzoic acid and hexan-3-amine (example 28a). 1H NMR (500 MHz, CDCl3): δ 0.94 (m, 6H); 1.41 (m, 4H); 1.46 (m, 1H); 1.64 (m, 1H); 2.24 (s, 3H); 3.87 (s, 3H); 4.08 (m, 1H); 5.69 (d, 1H); 6.83 (d, 1H); 7.54 (s, 1H); 7.62 (d, 1H). MS (M+H, 250).